From a dataset of the Open Reaction Database (ORD), a public repository of structured organic reaction records. describe an organic reaction: reactants, conditions, products, and yield RXN SMILES: [C:8](#[N:9])[c:10]1[s:11][c:12]2[c:13]([n:14]1)[cH:15][cH:16][c:17]([O:19][CH3:20])[cH:18]2.[CH3:21][OH:22].[ClH:1].[nH+:2]1[cH:3][cH:4][cH:5][cH:6][cH:7]1>>[C:8](#[N:9])[c:10]1[s:11][c:12]2[c:13]([n:14]1)[cH:15][cH:16][c:17]([OH:19])[cH:18]2. Reactants: COc1ccc2nc(C#N)sc2c1, CO, Cl, c1cc[nH+]cc1. Product: N#Cc1nc2ccc(O)cc2s1. The reactants are C(CCC)[Li] (n-butyl lithium), BrC1=C(C=C2C(=N1)CCCCC2)C (2-bromo-6,7,8,9-tetrahydro-3-methyl 5H cyclohepta[b]pyridine), O (Water), COC=1C=C(C=O)C=CC1 (3-methoxybenzaldehyde). Solvent: CCCCCC (n-hexane), C1(=CC=CC=C1)C (toluene), C1(=CC=CC=C1)C (toluene), C1(=CC=CC=C1)C (toluene). Reaction conditions: time 0.25 hour. Product: CC=1C=C2C(=NC1C(O)C1=CC(=CC=C1)OC)CCCCC2 (1-(6,7,8,9-tetrahydro-3-methyl-5H-cyclohepta[b]pyrid-2-yl)-1-(3-methoxyphenyl)methanol). Isolated yield 59.5%. Reaction SMILES: C([Li])CCC.Br[C:7]1[N:12]=[C:11]2[CH2:13][CH2:14][CH2:15][CH2:16][CH2:17][C:10]2=[CH:9][C:8]=1[CH3:18].[CH3:19][O:20][C:21]1[CH:22]=[C:23]([CH:26]=[CH:27][CH:28]=1)[CH:24]=[O:25].O>CCCCCC.C1(C)C=CC=CC=1>[CH3:18][C:8]1[CH:9]=[C:10]2[CH2:17][CH2:16][CH2:15][CH2:14][CH2:13][C:11]2=[N:12][C:7]=1[CH:24]([C:23]1[CH:26]=[CH:27][CH:28]=[C:21]([O:20][CH3:19])[CH:22]=1)[OH:25]. Reported procedure: To a solution of 1.6M n-butyl lithium in n-hexane (16.5 m,) in toluene (20 ml) at -20°, under nitrogen, was added a solution of 2-bromo-6,7,8,9-tetrahydro-3-methyl 5H cyclohepta[b]pyridine (6 g, 0.025 m) in toluene (30 ml). The reaction mixture was kept at -20° C. for 0.25 hours and then blown over into a cooled solution (-20° C.) of 3-methoxybenzaldehyde (3.7 g) in toluene (30 ml) and allowed to warm up to room temperature. Water was added and the organic phase separated and treated with 2N hyd... Reactants: OC=1C=CC2=C(C=C(O2)C(=O)OC)C1 (methyl 5-hydroxybenzofuran-2-carboxylate), ClCC=1N=C(OC1C)C1=CC=CC=C1 (4-chloromethyl-5-methyl-2-phenyloxazole). Product: CC1=C(N=C(O1)C1=CC=CC=C1)COC=1C=CC2=C(C=C(O2)C(=O)OC)C1 (methyl 5-(5-methyl-2-phenyl-4-oxazolylmethoxy)bezofuran-2-carboxylate). Yield: 87.0%. Reaction SMILES: [OH:1][C:2]1[CH:3]=[CH:4][C:5]2[O:9][C:8]([C:10]([O:12][CH3:13])=[O:11])=[CH:7][C:6]=2[CH:14]=1.Cl[CH2:16][C:17]1[N:18]=[C:19]([C:23]2[CH:28]=[CH:27][CH:26]=[CH:25][CH:24]=2)[O:20][C:21]=1[CH3:22]>>[CH3:22][C:21]1[O:20][C:19]([C:23]2[CH:24]=[CH:25][CH:26]=[CH:27][CH:28]=2)=[N:18][C:17]=1[CH2:16][O:1][C:2]1[CH:3]=[CH:4][C:5]2[O:9][C:8]([C:10]([O:12][CH3:13])=[O:11])=[CH:7][C:6]=2[CH:14]=1. Procedure: In the same manner as in Reference Example 4, methyl 5-hydroxybenzofuran-2-carboxylate was reacted with 4-chloromethyl-5-methyl-2-phenyloxazole to yield methyl 5-(5-methyl-2-phenyl-4-oxazolylmethoxy)bezofuran-2-carboxylate (yield 87%), which was then recrystallized from acetone-ethyl acetate to yield colorless prisms having a melting point of 177° to 178° C. The reactants are COC(C(=O)OC)OC (methyl dimethoxyacetate), BrC1=C(CN)C=CC=C1 (2-bromobenzylamine). Reaction conditions: temperature 50 celsius, time 16 hour. The product is BrC1=C(CNC(C(OC)OC)=O)C=CC=C1 (N-(2-Bromobenzyl)-2,2-dimethoxyacetamide). Reaction SMILES: [CH3:1][O:2][CH:3]([O:8][CH3:9])[C:4](OC)=[O:5].[Br:10][C:11]1[CH:18]=[CH:17][CH:16]=[CH:15][C:12]=1[CH2:13][NH2:14]>>[Br:10][C:11]1[CH:18]=[CH:17][CH:16]=[CH:15][C:12]=1[CH2:13][NH:14][C:4](=[O:5])[CH:3]([O:8][CH3:9])[O:2][CH3:1]. Procedure: Into a sealed tube were added methyl dimethoxyacetate (1.0 g, 7.5 mmol) and 2-bromobenzylamine (1.1 g, 5.8 mmol), this mixture was stirred at 50° C. for 16 h. The completed reaction was transferred to a flask and re-crystallized from heptane yielding the desired product as an off-white solid. MS (ES+): m/z=288.04/289.69 [MH+]. HPLC: tR=2.93 min (ZQ3, polar—5 min). Starting materials: OC1C(CCC1)CC(C(=O)NC=1SC=CN1)C1=CC=C(C=C1)S(=O)(=O)C (3-(2-hydroxy-cyclopentyl)-2-(4-methanesulfonyl-phenyl)-N-thiazol-2-yl-propionamide), [Cr](=O)(=O)([O-])Cl.[NH+]1=CC=CC=C1 (pyridinium chlorochromate), OC1C(CCC1)CC(C(=O)NC=1SC=CN1)C1=CC=C(C=C1)S(=O)(=O)C (3-(2-hydroxy-cyclopentyl)-2-(4-methanesulfonyl-phenyl)-N-thiazol-2-yl-propionamide), [Cr](=O)(=O)([O-])Cl.[NH+]1=CC=CC=C1 (pyridinium chlorochromate). Solvent: C(Cl)Cl (methylene chloride). Conditions: temperature 25 celsius, time 3 hour. Yields the product hexanes ethyl acetate, CS(=O)(=O)C1=CC=C(C=C1)C(C(=O)NC=1SC=CN1)CC1C(CCC1)=O (2-(4-methanesulfonyl-phenyl)-3-(2-oxo-cyclopentyl)-N-thiazol-2-yl-propionamide). The yield is 14.1%. Reaction SMILES: [OH:1][CH:2]1[CH2:6][CH2:5][CH2:4][CH:3]1[CH2:7][CH:8]([C:17]1[CH:22]=[CH:21][C:20]([S:23]([CH3:26])(=[O:25])=[O:24])=[CH:19][CH:18]=1)[C:9]([NH:11][C:12]1[S:13][CH:14]=[CH:15][N:16]=1)=[O:10].[Cr](Cl)([O-])(=O)=O.[NH+]1C=CC=CC=1>C(Cl)Cl>[CH3:26][S:23]([C:20]1[CH:21]=[CH:22][C:17]([CH:8]([CH2:7][CH:3]2[CH2:4][CH2:5][CH2:6][C:2]2=[O:1])[C:9]([NH:11][C:12]2[S:13][CH:14]=[CH:15][N:16]=2)=[O:10])=[CH:18][CH:19]=1)(=[O:24])=[O:25] |f:1.2|. Reported procedure: A solution of 3-(2-hydroxy-cyclopentyl)-2-(4-methanesulfonyl-phenyl)-N-thiazol-2-yl-propionamide (prepared as in Example 26, 72.4 mg, 0.184 mmol) in methylene chloride (1.8 mL) was treated with pyridinium chlorochromate (20 wt. % on basic alumina, 237.3 mg, 0.22 mmol). The resulting reaction mixture was stirred at 25° C. for 3 h, at which time, thin layer chromatography indicated a small amount of the 3-(2-hydroxy-cyclopentyl)-2-(4-methanesulfonyl-phenyl)-N-thiazol-2-yl-propionamide. The reactio...